describe an organic reaction: reactants, conditions, products, and yield From a dataset of the Open Reaction Database (ORD), a public repository of structured organic reaction records. Starting materials: NC1=NC=2C3=C(C=C(C(C(N[C@@H](CCNC(CCSC(=N1)C2)=O)C(=O)O)=O)=C3)C)C ((S)-4-amino-18,20-dimethyl-10,16-dioxo-7-thia-3,5,11,15-tetraazatricyclo[15.3.1.12,6]docosa-1(20),2(22),3,5,17(21),18-hexaene-14-carboxylic acid), ON1N=NC2=C1C=CC=C2 (1-hydroxybenzotriazole), CN (Methylamine), Cl.C(C)N=C=NCCCN(C)C (1-ethyl-3-(3′-dimethylaminopropyl)carbodiimide hydrochloride), C(C)(C)N(CC)C(C)C (diisopropylethylamine). Solvent: C(C)(=O)OCC (ethyl acetate), CN(C=O)C (N,N-dimethylformamide). Conditions: time 8 hour. Yields the product CNC(=O)[C@@H]1CCNC(CCSC2=NC(=NC(C3=C(C=C(C(C(N1)=O)=C3)C)C)=C2)N)=O ((S)-4-amino-18,20-dimethyl-10,16-dioxo-7-thia-3,5,11,15-tetraazatricyclo[15.3.1.12,6]docosa-1(20),2(22),3,5,17(21),18-hexaene-14-carboxylic acid methylamide). Yield: 27.3%. RXN SMILES: [NH2:1][C:2]1[N:21]=[C:20]2[CH:22]=[C:4]([C:5]3[CH:28]=[C:9]([C:10](=[O:27])[NH:11][C@H:12]([C:24]([OH:26])=O)[CH2:13][CH2:14][NH:15][C:16](=[O:23])[CH2:17][CH2:18][S:19]2)[C:8]([CH3:29])=[CH:7][C:6]=3[CH3:30])[N:3]=1.O[N:32]1[C:36]2C=CC=CC=2N=N1.CN.Cl.C(N=C=NCCCN(C)C)C.C(N(C(C)C)CC)(C)C>CN(C)C=O.C(OCC)(=O)C>[CH3:36][NH:32][C:24]([C@H:12]1[NH:11][C:10](=[O:27])[C:9]2=[CH:28][C:5](=[C:6]([CH3:30])[CH:7]=[C:8]2[CH3:29])[C:4]2=[CH:22][C:20](=[N:21][C:2]([NH2:1])=[N:3]2)[S:19][CH2:18][CH2:17][C:16](=[O:23])[NH:15][CH2:14][CH2:13]1)=[O:26] |f:3.4|. Reported procedure: (S)-4-Amino-18,20-dimethyl-10,16-dioxo-7-thia-3,5,11,15-tetraazatricyclo[15.3.1.12,6]docosa-1(20),2(22),3,5,17(21),18-hexaene-14-carboxylic acid (25 mg, 0.058 mmol) obtained in Example 2-13 and 1-hydroxybenzotriazole (24 mg, 0.175 mmol) were dissolved in N,N-dimethylformamide (580 μl). Methylamine (2.0 M tetrahydrofuran solution, 88 μl, 0.175 mmol), 1-ethyl-3-(3′-dimethylaminopropyl)carbodiimide hydrochloride (34 mg, 0.175 mmol), and diisopropylethylamine (0.073 ml, 0.42 mmol) were added to the ... Reactants: C(#C)C=1C=C(N)C=CC1 (3-ethynyl-aniline), CC=1C=C2C(NC=NC2=CC1)=O (6-Methyl-quinazolin-4-one), C1(=CC=CC=C1)P(C1=CC=CC=C1)C1=CC=CC=C1 (triphenylphosphine), C(Cl)(Cl)(Cl)Cl (CCl4). Run in ClCCCl (1,2 dichloroethane). Reaction conditions: temperature 60 celsius. Yields the product Cl.C(#C)C=1C=C(C=CC1)NC1=NC=NC2=CC=C(C=C12)C ((3-Ethynyl-phenyl)-(6-methyl-quinazolin-4-yl)-amine Hydrochloride). Reaction SMILES: [CH3:1][C:2]1[CH:3]=[C:4]2[C:9](=[CH:10][CH:11]=1)[N:8]=[CH:7][NH:6][C:5]2=O.C1(P(C2C=CC=CC=2)C2C=CC=CC=2)C=CC=CC=1.C(Cl)(Cl)(Cl)[Cl:33].[C:37]([C:39]1[CH:40]=[C:41]([CH:43]=[CH:44][CH:45]=1)[NH2:42])#[CH:38]>ClCCCl>[ClH:33].[C:37]([C:39]1[CH:40]=[C:41]([NH:42][C:5]2[C:4]3[C:9](=[CH:10][CH:11]=[C:2]([CH3:1])[CH:3]=3)[N:8]=[CH:7][N:6]=2)[CH:43]=[CH:44][CH:45]=1)#[CH:38] |f:5.6|. Procedure details: 6-Methyl-quinazolin-4-one (350 mg, 2.18 mmol) was added to a suspension of polymer-supported triphenylphosphine (from Fluka, 3.63 g of about 3 mmol P/g resin; 10.9 mmol) in a mixture of CCl4 (3.35 g, 21.80 mmol) and 1,2 dichloroethane (10 mL). The mixture was heated to 60° C. for 2 hours and then the polymer was removed by filtration and washed with dichloroethane. The filtrate was collected in a flask containing 3-ethynyl-aniline (0.644 g, 2.18 mmol) and concentrated to 5 mL by evaporation. Aft... Reactants: OC1=CC=C(C=C1)CCO (2-(4-hydroxyphenyl)ethanol), BrCC(C)=O (bromoacetone), C([O-])([O-])=O.[K+].[K+] (potassium carbonate). Solvent: CN(C=O)C (dimethylformamide). Product: O=C(COC1=CC=C(C=C1)CCO)C (2-[4-(2-Oxopropoxy)phenyl]ethanol). RXN SMILES: [OH:1][C:2]1[CH:7]=[CH:6][C:5]([CH2:8][CH2:9][OH:10])=[CH:4][CH:3]=1.Br[CH2:12][C:13](=[O:15])[CH3:14].C(=O)([O-])[O-].[K+].[K+]>CN(C)C=O>[O:15]=[C:13]([CH3:14])[CH2:12][O:1][C:2]1[CH:7]=[CH:6][C:5]([CH2:8][CH2:9][OH:10])=[CH:4][CH:3]=1 |f:2.3.4|. Reported procedure: Following a procedure similar to that described in Preparation 3, but using 10 g of 2-(4-hydroxyphenyl)ethanol, 21.6 g of bromoacetone, 30 g of potassium carbonate and 100 ml of dimethylformamide, the title compound was obtained having an Rf=0.31 (thin layer chromatography over silica gel, using a 1:1 by volume mixture of hexane and ethyl acetate as the developing solvent). Reactants: COC(=O)c1ccc(C2(C)COc3cc(O)ccc3C2CCCCCCCCCSCCCC(F)(F)C(F)(F)F)cc1, CCOCC, CO, [Na+], C1CCOC1, [OH-], O. Product: CC1(c2ccc(C(=O)O)cc2)COc2cc(O)ccc2C1CCCCCCCCCSCCCC(F)(F)C(F)(F)F. Reaction SMILES: [CH3:1][O:2][C:3]([c:4]1[cH:5][cH:6][c:7]([C:10]2([CH3:41])[CH2:11][O:12][c:13]3[cH:14][c:15]([OH:40])[cH:16][cH:17][c:18]3[CH:19]2[CH2:20][CH2:21][CH2:22][CH2:23][CH2:24][CH2:25][CH2:26][CH2:27][CH2:28][S:29][CH2:30][CH2:31][CH2:32][C:33]([C:34]([F:35])([F:36])[F:37])([F:38])[F:39])[cH:8][cH:9]1)=[O:42].[CH3:46][CH2:47][O:48][CH2:49][CH3:50].[CH3:51][OH:52].[Na+:44].[O:53]1[CH2:54][CH2:55][CH2:56][CH2:57]1.[OH-:43].[OH2:45]>>[O:2]=[C:3]([c:4]1[cH:5][cH:6][c:7]([C:10]2([CH3:41])[CH2:11][O:12][c:13]3[cH:14][c:15]([OH:40])[cH:16][cH:17][c:18]3[CH:19]2[CH2:20][CH2:21][CH2:22][CH2:23][CH2:24][CH2:25][CH2:26][CH2:27][CH2:28][S:29][CH2:30][CH2:31][CH2:32][C:33]([C:34]([F:35])([F:36])[F:37])([F:38])[F:39])[cH:8][cH:9]1)[OH:42]. The reactants are O=C1NC(=O)c2ccccc21, CCOC(C)=O, CCOc1ccc(N(C)c2nc(CCl)nc3ccccc23)cc1Cl, [K], CN(C)C=O. Yields the product CCOc1ccc(N(C)c2nc(CN3C(=O)c4ccccc4C3=O)nc3ccccc23)cc1Cl. Reaction SMILES: [C:25]1(=[O:35])[c:26]2[c:27]([cH:31][cH:32][cH:33][cH:34]2)[C:28](=[O:30])[NH:29]1.[CH3:37][CH2:38][O:39][C:40]([CH3:41])=[O:42].[Cl:1][c:2]1[cH:3][c:4]([N:11]([CH3:12])[c:13]2[n:14][c:15]([CH2:23][Cl:24])[n:16][c:17]3[cH:18][cH:19][cH:20][cH:21][c:22]23)[cH:5][cH:6][c:7]1[O:8][CH2:9][CH3:10].[K:36].[O:43]=[CH:44][N:45]([CH3:46])[CH3:47]>>[Cl:1][c:2]1[cH:3][c:4]([N:11]([CH3:12])[c:13]2[n:14][c:15]([CH2:23][N:29]3[C:25](=[O:35])[c:26]4[c:27]([cH:31][cH:32][cH:33][cH:34]4)[C:28]3=[O:30])[n:16][c:17]3[cH:18][cH:19][cH:20][cH:21][c:22]23)[cH:5][cH:6][c:7]1[O:8][CH2:9][CH3:10].